This data is from the Open Reaction Database (ORD), a public repository of structured organic reaction records. The task is: describe an organic reaction: reactants, conditions, products, and yield Starting materials: S1C=NC=C1C=1C=C(C(=O)OC)C=C(C1)NC1=NC=CC(=N1)C(F)(F)F (methyl 3-(1,3-thiazol-5-yl)-5-{[4-(trifluoromethyl)pyrimidin-2-yl]amino}benzoate), C[Mg]Cl (methylmagnesium chloride), C(C)(=O)OCC (ethyl acetate), C1CCOC1 (THF), C[Mg]Cl (methylmagnesium chloride). Run at temperature 0 celsius, time 1 hour. Product: S1C=NC=C1C=1C=C(C=C(C1)NC1=NC=CC(=N1)C(F)(F)F)C(C)(C)O (2-[3-(1,3-thiazol-5-yl)-5-{[4-(trifluoromethyl)pyrimidin-2-yl]amino}phenyl]propan-2-ol). Isolated yield 74.0%. RXN SMILES: [S:1]1[C:5]([C:6]2[CH:7]=[C:8]([CH:13]=[C:14]([NH:16][C:17]3[N:22]=[C:21]([C:23]([F:26])([F:25])[F:24])[CH:20]=[CH:19][N:18]=3)[CH:15]=2)C(OC)=O)=[CH:4][N:3]=[CH:2]1.[CH2:27]1COCC1.C[Mg]Cl.C([O:38][CH2:39][CH3:40])(=O)C>>[S:1]1[C:5]([C:6]2[CH:7]=[C:8]([C:39]([OH:38])([CH3:40])[CH3:27])[CH:13]=[C:14]([NH:16][C:17]3[N:22]=[C:21]([C:23]([F:26])([F:25])[F:24])[CH:20]=[CH:19][N:18]=3)[CH:15]=2)=[CH:4][N:3]=[CH:2]1. Procedure details: To a flask containing the product of Step 3 (254 mg, 0.67 mmol) was added THF (6.7 mL). The solution was cooled to 0° C. and then methylmagnesium chloride (3.0M in Et2O, 1.1 mL, 3.3 mmol) was added and the reaction was stirred for one hour. After one hour, more methylmagnesium chloride (3.0M in Et2O, 1.1 mL, 3.3 mmol) was added and the reaction was stirred for 30 minutes. The reaction was then diluted with ethyl acetate and carefully quenched with water and then diluted with water. The organic l... The reactants are NC1=C(C=CC(=C1)[N+](=O)[O-])O (2-Amino-4-nitrophenol), BrC(C(=O)OCC)(C)C (ethyl 2-bromo-2-methylpropanoate), C(=O)([O-])[O-].[K+].[K+] (K2CO3). The solvent is CN(C)C=O (DMF), O (water), CCOC(=O)C (EtOAc). Conditions: temperature 70 celsius. Product: CC1(C(NC2=C(O1)C=CC(=C2)[N+](=O)[O-])=O)C (2,2-dimethyl-6-nitro-2H-benzo[b][1,4]oxazin-3(4H)-one). Reaction SMILES: [NH2:1][C:2]1[CH:7]=[C:6]([N+:8]([O-:10])=[O:9])[CH:5]=[CH:4][C:3]=1[OH:11].Br[C:13]([CH3:20])([CH3:19])[C:14](OCC)=[O:15].C([O-])([O-])=O.[K+].[K+]>CN(C=O)C.O.CCOC(C)=O>[CH3:19][C:13]1([CH3:20])[O:11][C:3]2[CH:4]=[CH:5][C:6]([N+:8]([O-:10])=[O:9])=[CH:7][C:2]=2[NH:1][C:14]1=[O:15] |f:2.3.4|. Reported procedure: 2-Amino-4-nitrophenol (5 g), ethyl 2-bromo-2-methylpropanoate (5.77 mL, 1.2 eq.), and K2CO3 (6.7 g, 1.5 eq.) were suspended in DMF (50 ml). The reaction mixture was heated at 70° C. overnight. The mixture was then diluted with water (200 mL) and EtOAc (150 mL). The EtOAc layer was washed with water (2×150 mL) and evaporated. The residue was purified by Combiflash chromatography (EtOAc in hexanes=10-100%) to give 2,2-dimethyl-6-nitro-2H-benzo[b][1,4]oxazin-3(4H)-one (3.45 g). The reactants are CC(C)(C)P(c1ccccc1-c1ccccc1)C(C)(C)C, CC(C)O, ClC(Cl)Cl, [Cl-], CC1(C)OB(c2cccc3cc(-c4nc(NCCN5CCNC5=O)ncc4F)sc23)OC1(C)C, OCc1cnc(F)cc1I, [Na+], [Na+], O=C([O-])[O-], C1COCCO1. Yields the product O=C1NCCN1CCNc1ncc(F)c(-c2cc3cccc(-c4cc(F)ncc4CO)c3s2)n1. Reaction SMILES: [C:46]([P:47]([C:48]([CH3:49])([CH3:50])[CH3:51])[c:52]1[cH:53][cH:54][cH:55][cH:56][c:57]1-[c:58]1[cH:59][cH:60][cH:61][cH:62][cH:63]1)([CH3:64])([CH3:65])[CH3:66].[CH:79]([OH:80])([CH3:81])[CH3:82].[CH:83]([Cl:84])([Cl:85])[Cl:86].[Cl-:45].[F:1][c:2]1[c:3](-[c:17]2[cH:18][c:19]3[c:20]([s:21]2)[c:22]([B:26]2[O:27][C:28]([CH3:29])([CH3:30])[C:31]([CH3:32])([CH3:33])[O:34]2)[cH:23][cH:24][cH:25]3)[n:4][c:5]([NH:8][CH2:9][CH2:10][N:11]2[C:12](=[O:16])[NH:13][CH2:14][CH2:15]2)[n:6][cH:7]1.[F:35][c:36]1[cH:37][c:38]([I:44])[c:39]([CH2:42][OH:43])[cH:40][n:41]1.[Na+:67].[Na+:68].[O-:69][C:70](=[O:71])[O-:72].[O:73]1[CH2:74][CH2:75][O:76][CH2:77][CH2:78]1>>[F:1][c:2]1[c:3](-[c:17]2[cH:18][c:19]3[c:20]([s:21]2)[c:22](-[c:38]2[cH:37][c:36]([F:35])[n:41][cH:40][c:39]2[CH2:42][OH:43])[cH:23][cH:24][cH:25]3)[n:4][c:5]([NH:8][CH2:9][CH2:10][N:11]2[C:12](=[O:16])[NH:13][CH2:14][CH2:15]2)[n:6][cH:7]1. Reactants: C[Mg]Cl (methylmagnesium chloride), solution, C(C1=CC=CC=C1)OC(=O)N1C(CCC1)C(=O)Cl (2-chlorocarbonyl-pyrrolidine-1-carboxylic acid benzyl ester), C(C)(C)(C)OC(CC(=O)C)=O (tert-butylacetoacetate), ice water. Run in C1CCOC1 (THF), C1CCOC1 (THF). Reaction conditions: time 12 hour. The product is C(C1=CC=CC=C1)OC(=O)N1C(CCC1)C(C(C(C)=O)C(=O)OC(C)(C)C)=O (2-(2-tert-butoxycarbonyl-3-oxo-butyryl)-pyrrolidine-1-carboxylic acid benzyl ester). Yield: 100.0%. Reaction SMILES: [C:1]([O:5][C:6](=[O:11])[CH2:7][C:8]([CH3:10])=[O:9])([CH3:4])([CH3:3])[CH3:2].C[Mg]Cl.[CH2:15]([O:22][C:23]([N:25]1[CH2:29][CH2:28][CH2:27][CH:26]1[C:30](Cl)=[O:31])=[O:24])[C:16]1[CH:21]=[CH:20][CH:19]=[CH:18][CH:17]=1>C1COCC1>[CH2:15]([O:22][C:23]([N:25]1[CH2:29][CH2:28][CH2:27][CH:26]1[C:30](=[O:31])[CH:7]([C:6]([O:5][C:1]([CH3:4])([CH3:3])[CH3:2])=[O:11])[C:8](=[O:9])[CH3:10])=[O:24])[C:16]1[CH:21]=[CH:20][CH:19]=[CH:18][CH:17]=1. Procedure: A solution of tert-butylacetoacetate (7.90 g, 50.0 mmol) in anhydrous THF (50 mL) was cooled to 4° C. (ice-water bath) prior to dropwise addition of methylmagnesium chloride (16.3 mL of a 3.00M solution in THF, 50.0 mmol) at such a rate that the temperature did not exceed 10° C. After the addition was complete the cooling bath was removed. When the temperature reached 15° C., 2-chlorocarbonyl-pyrrolidine-1-carboxylic acid benzyl ester (6.60 g, 25.0 mmol) was added dropwise over 1 h then warmed t...